This data is from the Open Reaction Database (ORD), a public repository of structured organic reaction records. The task is: describe an organic reaction: reactants, conditions, products, and yield Yields the product Cc1ccc(CC2CCN(C(=O)CNc3ccc4c(c3)OCC(=O)N4)CC2)cc1. Starting materials: CCO, Cc1ccc(CC2CCN(C(=O)CCl)CC2)cc1, Nc1ccc2c(c1)OCC(=O)N2. As a reaction SMILES: [CH3:31][CH2:32][OH:33].[Cl:1][CH2:2][C:3](=[O:4])[N:5]1[CH2:6][CH2:7][CH:8]([CH2:11][c:12]2[cH:13][cH:14][c:15]([CH3:18])[cH:16][cH:17]2)[CH2:9][CH2:10]1.[NH2:19][c:20]1[cH:21][c:22]2[c:23]([cH:29][cH:30]1)[NH:24][C:25](=[O:28])[CH2:26][O:27]2>>[CH2:2]([C:3](=[O:4])[N:5]1[CH2:6][CH2:7][CH:8]([CH2:11][c:12]2[cH:13][cH:14][c:15]([CH3:18])[cH:16][cH:17]2)[CH2:9][CH2:10]1)[NH:19][c:20]1[cH:21][c:22]2[c:23]([cH:29][cH:30]1)[NH:24][C:25](=[O:28])[CH2:26][O:27]2. Reactants: alcohol, C[Si](N1C=NC=C1)(C)C (N-(trimethylsilyl)imidazole), O (water). Solvent: ClCCl (dichloromethane). Run at time 20 minute. Yields the product C[Si](C)(C)O[Si](C)(C)C (trimethylsilyl ether). The yield is 80.0%. As a reaction SMILES: [CH3:1][Si:2]([CH3:9])([CH3:8])N1C=CN=C1.[OH2:10]>ClCCl>[CH3:1][Si:2]([O:10][Si:2]([CH3:9])([CH3:8])[CH3:1])([CH3:9])[CH3:8]. Reported procedure: A solution of the alcohol 18 (200 mg) and N-(trimethylsilyl)imidazole (0.714 ml) in dichloromethane (13 ml) is stirred at room temperature for 16 hours. After water (4.9 ml) has been added, the mixture is left stirring for 20 minutes. The mixture is then extracted with ethyl acetate. The organic phases are washed with brine and dried. After concentration under vacuum, the residue is purified by chromatography on silica gel (230-400 mesh) (12% diethyl ether in hexane), to give 200 mg of derivativ... The reactants are C1(=CC=CC=C1)C=1SC=C(N1)C(=O)C1=CC(=C(C(=C1)OC)OC)OC ((2-Phenyl-thiazol-4-yl)-(3,4,5-trimethoxy-phenyl)-methanone), N1C(=CC2=CC=CC=C12)C=1SCC(N1)C(=O)O (2-(1H-indol-2-yl)-4,5-dihydrothiazole-4-carboxylic acid), N[C@@H](CS)C(=O)O (cysteine). Yields the product N1C(=CC2=CC=CC=C12)C=1SC=C(N1)C(=O)C=1C=C2C=CNC2=CC1 ((2-(1H-indol-2-yl)thiazol-4-yl)(1H-indol-5-yl)methanone). Reaction SMILES: C1(C2SC=[C:10]([C:12]([C:14]3[CH:19]=[C:18](OC)[C:17](OC)=[C:16](OC)[CH:15]=3)=O)[N:11]=2)C=CC=CC=1.[NH:26]1[C:34]2[C:29](=[CH:30][CH:31]=[CH:32][CH:33]=2)[CH:28]=[C:27]1[C:35]1[S:36][CH2:37][CH:38]([C:40]([OH:42])=O)[N:39]=1.N[C@H](C(O)=O)CS>>[NH:26]1[C:34]2[C:29](=[CH:30][CH:31]=[CH:32][CH:33]=2)[CH:28]=[C:27]1[C:35]1[S:36][CH:37]=[C:38]([C:40]([C:16]2[CH:15]=[C:14]3[C:19](=[CH:18][CH:17]=2)[NH:11][CH:10]=[CH:12]3)=[O:42])[N:39]=1. Procedure details: (2-(1H-indol-2-yl)thiazol-4-yl)(1H-indol-5-yl)methanone (21) was prepared using the similar method as used of compound 1h from 2-(1H-indol-2-yl)-4,5-dihydrothiazole-4-carboxylic acid and cysteine. 1H NMR (500 MHz, CDCl3) δ 9.60 (s, 1H), 9.26 (s, 1H), 8.31 (s, 1H), 8.03 (s, 1H), 7.83 (dd, 1H), 7.69 (d, 1H), 7.53-7.49 (m, 2H), 7.41 (t, 1H), 7.33 (t, 1H), 7.21-7.18 (m, 2H), 7.13 (s, 1H). MS (ESI) m/z 366.1 (M+Na)+, 341.9 (M−H)−. Starting materials: COC(=O)C=Cc1cn(C2CC(O)C(CO)O2)c(=O)[nH]c1=O, [Na+], [OH-]. Product: O=C(O)C=Cc1cn(C2CC(O)C(CO)O2)c(=O)[nH]c1=O. Reaction SMILES: [C:1](=[O:2])([O:3][CH3:4])[CH:5]=[CH:6][c:7]1[c:8](=[O:22])[nH:9][c:10](=[O:21])[n:11]([CH:12]2[CH2:13][CH:14]([OH:15])[CH:16]([CH2:17][OH:18])[O:19]2)[cH:20]1.[Na+:24].[OH-:23]>>[C:1](=[O:2])([OH:3])[CH:5]=[CH:6][c:7]1[c:8](=[O:22])[nH:9][c:10](=[O:21])[n:11]([CH:12]2[CH2:13][CH:14]([OH:15])[CH:16]([CH2:17][OH:18])[O:19]2)[cH:20]1. Starting materials: C(C=C)NC1=CC=CC=C1 (allylphenylamine), N1=CC=CC=C1 (pyridine), ClC(=O)OCC1=CC=CC=C1 (benzyl chloroformate), Cl (hydrogen chloride). Solvent: ClCCl (dichloromethane). Reaction conditions: time 3 hour. Product: C(C=C)N(C1=CC=CC=C1)C(=O)OCC1=CC=CC=C1 (N-allyl-N-phenylbenzyloxycarbonylamine). RXN SMILES: [CH2:1]([NH:4][C:5]1[CH:10]=[CH:9][CH:8]=[CH:7][CH:6]=1)[CH:2]=[CH2:3].N1C=CC=CC=1.Cl[C:18]([O:20][CH2:21][C:22]1[CH:27]=[CH:26][CH:25]=[CH:24][CH:23]=1)=[O:19].Cl>ClCCl>[CH2:1]([N:4]([C:18]([O:20][CH2:21][C:22]1[CH:27]=[CH:26][CH:25]=[CH:24][CH:23]=1)=[O:19])[C:5]1[CH:10]=[CH:9][CH:8]=[CH:7][CH:6]=1)[CH:2]=[CH2:3]. Procedure details: Under nitrogen, to a solution of allylphenylamine (3 ml) in dichloromethane (30 ml) were added pyridine (2.1 ml) and benzyl chloroformate (3.5 ml) at 5° C., and the mixture was stirred at the same temperature for 3 hours. The resulting mixture was poured into aqueous 1N hydrogen chloride and extracted with ethyl acetate. The organic layer was successively washed with saturated aqueous sodium hydrogencarbonate and brine, dried over anhydrous magnesium sulfate and evaporated in vacuo. The residue ... Starting materials: CC#N, COc1ccc(Cn2cc(-c3csc(N)n3)cn2)cc1, O=C1CCC(=O)N1Cl. The product is COc1ccc(Cn2cc(-c3nc(N)sc3Cl)cn2)cc1. Reaction SMILES: [CH3:29][C:30]#[N:31].[CH3:9][O:10][c:11]1[cH:12][cH:13][c:14]([CH2:15][n:16]2[n:17][cH:18][c:19](-[c:21]3[n:22][c:23]([NH2:26])[s:24][cH:25]3)[cH:20]2)[cH:27][cH:28]1.[Cl:1][N:2]1[C:3](=[O:4])[CH2:5][CH2:6][C:7]1=[O:8]>>[Cl:1][c:25]1[c:21](-[c:19]2[cH:18][n:17][n:16]([CH2:15][c:14]3[cH:13][cH:12][c:11]([O:10][CH3:9])[cH:28][cH:27]3)[cH:20]2)[n:22][c:23]([NH2:26])[s:24]1.